From a dataset of the Open Reaction Database (ORD), a public repository of structured organic reaction records. describe an organic reaction: reactants, conditions, products, and yield The reactants are ClCC=1N=C(OC1C)C1=CC=CC=C1 (4-chloromethyl-5-methyl-2-phenyloxazole), CNCCO (2-(methylamino)ethanol). Yields the product CN(CC=1N=C(OC1C)C1=CC=CC=C1)CCO (2-[N-Methyl-N-(5-methyl-2-phenyl-4-oxazolyl) methylamino]ethanol). Reaction SMILES: Cl[CH2:2][C:3]1[N:4]=[C:5]([C:9]2[CH:14]=[CH:13][CH:12]=[CH:11][CH:10]=2)[O:6][C:7]=1[CH3:8].[CH3:15][NH:16][CH2:17][CH2:18][OH:19]>>[CH3:15][N:16]([CH2:17][CH2:18][OH:19])[CH2:2][C:3]1[N:4]=[C:5]([C:9]2[CH:14]=[CH:13][CH:12]=[CH:11][CH:10]=2)[O:6][C:7]=1[CH3:8]. Procedure details: The title compound was prepared from 4-chloromethyl-5-methyl-2-phenyloxazole (10 g) and 2-(methylamino)ethanol (36 ml) by an analogous procedure to that described in preparation 1. The reactants are CCCCS(=O)(=O)N(c1ccc2c(c1)OC(c1ccccc1)(c1ccccc1)O2)S(=O)(=O)CCCC, CCCC[N+](CCCC)(CCCC)CCCC, [F-], C1CCOC1, O. Product: CCCCS(=O)(=O)Nc1ccc2c(c1)OC(c1ccccc1)(c1ccccc1)O2. As a reaction SMILES: [CH2:1]([CH2:2][CH2:3][CH3:4])[S:5](=[O:6])(=[O:7])[N:8]([c:9]1[cH:10][c:11]2[c:12]([cH:28][cH:29]1)[O:13][C:14]([c:16]1[cH:17][cH:18][cH:19][cH:20][cH:21]1)([c:22]1[cH:23][cH:24][cH:25][cH:26][cH:27]1)[O:15]2)[S:30]([CH2:31][CH2:32][CH2:33][CH3:34])(=[O:35])=[O:36].[CH3:38][CH2:39][CH2:40][CH2:41][N+:42]([CH2:43][CH2:44][CH2:45][CH3:46])([CH2:47][CH2:48][CH2:49][CH3:50])[CH2:51][CH2:52][CH2:53][CH3:54].[F-:37].[O:56]1[CH2:57][CH2:58][CH2:59][CH2:60]1.[OH2:55]>>[CH2:1]([CH2:2][CH2:3][CH3:4])[S:5](=[O:6])(=[O:7])[NH:8][c:9]1[cH:10][c:11]2[c:12]([cH:28][cH:29]1)[O:13][C:14]([c:16]1[cH:17][cH:18][cH:19][cH:20][cH:21]1)([c:22]1[cH:23][cH:24][cH:25][cH:26][cH:27]1)[O:15]2. Reactants: 3-nitrophenylchloroxime, C(C)O (ethanol), NC1=C(C=CC(=C1)[N+](=O)[O-])O (2-amino-4-nitrophenol). Reaction conditions: temperature 30 celsius, time 8 hour. Yields the product [N+](=O)([O-])C=1C=C(C=CC1)C=1OC2=C(N1)C=C(C=C2)[N+](=O)[O-] (2-(m-nitrophenyl)-5-nitrobenzoxazole). RXN SMILES: [NH2:1][C:2]1[CH:7]=[C:6]([N+:8]([O-:10])=[O:9])[CH:5]=[CH:4][C:3]=1[OH:11].[CH2:12](O)[CH3:13]>>[N+:8]([C:6]1[CH:7]=[C:12]([C:13]2[O:11][C:3]3[CH:4]=[CH:5][C:6]([N+:8]([O-:10])=[O:9])=[CH:7][C:2]=3[N:1]=2)[CH:3]=[CH:4][CH:5]=1)([O-:10])=[O:9]. Reported procedure: To 11.5 grams (0.05 mole) of 3-nitrophenylchloroxime are added 150 milliliters of ethanol. To the mixture are added 23.1 grams (0.15 moles) of 2-amino-4-nitrophenol. The mixture is stirred under nitrogen at about 30° C. overnight and filtered to yield 2-(m-nitrophenyl)-5-nitrobenzoxazole. Starting materials: FC(C1=CC=C(C=C1)NC(CC1=C(C=CC(=C1)C=C1C(NC(S1)=O)=O)OC)=O)(F)F (N-[4-(Trifluoromethyl)phenyl]-2-[5-((2,4-dioxothiazolidin-5-ylidene)methyl]-2-methoxyphenyl]acetamide), O1CCCC1 (tetrahydrofuran). Procedure: N-[4-(Trifluoromethyl)phenyl]-2-[5-((2,4-dioxothiazolidin-5-ylidene)methyl]-2-methoxyphenyl]acetamide (300 mg, 0.687 mmol), 10% palladium on carbon (300 mg) and a mixed solvent of tetrahydrofuran and ethanol (2:1 v/v, 40 mL) were mixed, and hydrogenation was performed at room temperature and at an initial pressure of 392 kPa. After completion of the reaction, catalyst was filtered and the filtrate was concentrated. The residue was purified by silica gel chromatography (eluate n-hexane:ethyl acet... Reagents/catalysts: [Pd] (palladium on carbon). Isolated yield 57.1%. Run in C(C)O (ethanol). Yields the product FC(C1=CC=C(C=C1)NC(CC1=C(C=CC(=C1)CC1C(NC(S1)=O)=O)OC)=O)(F)F (N-[4-(Trifloromethyl)phenyl]-2-[5-[(2,4-dioxothiazolidin-5-yl)methyl]2-methoxyphenyl]acetamide). Reaction SMILES: [F:1][C:2]([F:30])([F:29])[C:3]1[CH:8]=[CH:7][C:6]([NH:9][C:10](=[O:28])[CH2:11][C:12]2[CH:17]=[C:16]([CH:18]=[C:19]3[S:23][C:22](=[O:24])[NH:21][C:20]3=[O:25])[CH:15]=[CH:14][C:13]=2[O:26][CH3:27])=[CH:5][CH:4]=1.O1CCCC1>[Pd].C(O)C>[F:30][C:2]([F:1])([F:29])[C:3]1[CH:8]=[CH:7][C:6]([NH:9][C:10](=[O:28])[CH2:11][C:12]2[CH:17]=[C:16]([CH2:18][CH:19]3[S:23][C:22](=[O:24])[NH:21][C:20]3=[O:25])[CH:15]=[CH:14][C:13]=2[O:26][CH3:27])=[CH:5][CH:4]=1. Reactants: CCCCCC, ClC(Cl)Cl, CCOC(=O)Cc1ccccc1Cc1nc2c(F)c(F)cc(F)c2s1. The product is O=C(O)Cc1ccccc1Cc1nc2c(F)c(F)cc(F)c2s1. RXN SMILES: [CH3:26][CH2:27][CH2:28][CH2:29][CH2:30][CH3:31].[CH:32]([Cl:33])([Cl:34])[Cl:35].[F:1][c:2]1[c:3]([F:25])[cH:4][c:5]([F:24])[c:6]2[c:7]1[n:8][c:9]([CH2:11][c:12]1[c:13]([CH2:18][C:19](=[O:20])[O:21][CH2:22][CH3:23])[cH:14][cH:15][cH:16][cH:17]1)[s:10]2>>[F:1][c:2]1[c:3]([F:25])[cH:4][c:5]([F:24])[c:6]2[c:7]1[n:8][c:9]([CH2:11][c:12]1[c:13]([CH2:18][C:19](=[O:20])[OH:21])[cH:14][cH:15][cH:16][cH:17]1)[s:10]2. Starting materials: CC(C)(C)C#Cc1ccc2c(c1)C1(COCC(N)=N1)c1cc(Br)cnc1O2, OB(O)c1ccnc(F)c1, [K+], [K+], [K+], O, O=P([O-])([O-])[O-]. Product: CC(C)(C)C#Cc1ccc2c(c1)C1(COCC(N)=N1)c1cc(-c3ccnc(F)c3)cnc1O2. RXN SMILES: [Br:1][c:2]1[cH:3][c:4]2[c:5]([n:6][cH:7]1)[O:8][c:9]1[cH:10][cH:11][c:12]([C:22]#[C:23][C:24]([CH3:25])([CH3:26])[CH3:27])[cH:13][c:14]1[C:15]21[CH2:16][O:17][CH2:18][C:19]([NH2:21])=[N:20]1.[F:28][c:29]1[n:30][cH:31][cH:32][c:33]([B:35]([OH:36])[OH:37])[cH:34]1.[K+:43].[K+:44].[K+:45].[OH2:46].[P:38]([O-:39])([O-:40])([O-:41])=[O:42]>>[c:2]1(-[c:33]2[cH:32][cH:31][n:30][c:29]([F:28])[cH:34]2)[cH:3][c:4]2[c:5]([n:6][cH:7]1)[O:8][c:9]1[cH:10][cH:11][c:12]([C:22]#[C:23][C:24]([CH3:25])([CH3:26])[CH3:27])[cH:13][c:14]1[C:15]21[CH2:16][O:17][CH2:18][C:19]([NH2:21])=[N:20]1. Reactants: CCCC(O)c1ccc(Cl)nc1, ClCCl, O=[Cr](=O)([O-])Cl, c1cc[nH+]cc1. Yields the product CCCC(=O)c1ccc(Cl)nc1. As a reaction SMILES: [Cl:1][c:2]1[cH:3][cH:4][c:5]([CH:8]([CH2:9][CH2:10][CH3:11])[OH:12])[cH:6][n:7]1.[Cl:24][CH2:25][Cl:26].[O:13]=[Cr:14]([Cl:15])([O-:16])=[O:17].[nH+:18]1[cH:19][cH:20][cH:21][cH:22][cH:23]1>>[Cl:1][c:2]1[cH:3][cH:4][c:5]([C:8]([CH2:9][CH2:10][CH3:11])=[O:12])[cH:6][n:7]1.